From a dataset of the Open Reaction Database (ORD), a public repository of structured organic reaction records. describe an organic reaction: reactants, conditions, products, and yield Starting materials: ClC(C1=CC=C(C=C1)C(Cl)Cl)Cl (α,α,α′,α′-tetrachloro-p-xylene), CC1=CC=C(C=O)C=C1 (4-methyl benzaldehyde), P(Cl)(Cl)(Cl)(Cl)Cl (PCl5). Yields the product ClC(C1=CC=CC=C1)Cl (1-(dichloromethyl)benzene). The yield is 96.5%. Reaction SMILES: [Cl:1][CH:2]([Cl:12])[C:3]1[CH:8]=[CH:7][C:6](C(Cl)Cl)=[CH:5][CH:4]=1.CC1C=CC(C=O)=CC=1.P(Cl)(Cl)(Cl)(Cl)Cl>>[Cl:1][CH:2]([Cl:12])[C:3]1[CH:8]=[CH:7][CH:6]=[CH:5][CH:4]=1. Procedure details: JP79125629 (1979) discloses a method for preparing α,α,α′,α′-tetrachloro-p-xylene by reacting 4-methyl benzaldehyde with PCl5, forming an intermediate product 4-methyl, 1-(dichloromethyl)benzene, and conducting a photochlorination reaction. This prior art method has the following reaction formula: The abovementioned reaction is a two-step reaction. Even though the first step reaction has a yield of 96.5%, the second step reaction has a very low yield. The product mixture is very difficult to be ...